From a dataset of the Open Reaction Database (ORD), a public repository of structured organic reaction records. describe an organic reaction: reactants, conditions, products, and yield RXN SMILES: [CH2:39]1[O:40][CH2:41][CH2:42][CH2:43]1.[CH3:1][O:2][C:3]([CH:4]([CH2:5][C:6](=[CH:7][CH2:8][c:9]1[c:10]([OH:22])[c:11]2[c:15]([c:16]([CH3:20])[c:17]1[O:18][CH3:19])[CH2:14][O:13][C:12]2=[O:21])[CH3:23])[CH2:24][CH:25]=[CH:26][CH2:27][P:28](=[O:29])([O:30][CH2:31][CH3:32])[O:33][CH2:34][CH3:35])=[O:36].[Li+:37].[OH-:38].[OH2:44]>>[O:2]=[C:3]([CH:4]([CH2:5][C:6](=[CH:7][CH2:8][c:9]1[c:10]([OH:22])[c:11]2[c:15]([c:16]([CH3:20])[c:17]1[O:18][CH3:19])[CH2:14][O:13][C:12]2=[O:21])[CH3:23])[CH2:24][CH:25]=[CH:26][CH2:27][P:28](=[O:29])([O:30][CH2:31][CH3:32])[O:33][CH2:34][CH3:35])[OH:36]. The product is CCOP(=O)(CC=CCC(CC(C)=CCc1c(O)c2c(c(C)c1OC)COC2=O)C(=O)O)OCC. The reactants are C1CCOC1, CCOP(=O)(CC=CCC(CC(C)=CCc1c(O)c2c(c(C)c1OC)COC2=O)C(=O)OC)OCC, [Li+], [OH-], O. The reactants are C(CCC)OC1=NC(=C2N=C(N(C2=N1)CCCCC1CNCCC1)OC)N (2-(butyloxy)-8-(methyloxy)-9-[4-(3-piperidinyl)butyl]-9H-purin-6-amine), ICCC (1-iodopropane). Yields the product NC1=C2NC(N(C2=NC(=N1)OCCCC)CCCCC1CN(CCC1)CCC)=O (6-Amino-2-(butyloxy)-9-[4-(1-propyl-3-piperidinyl)butyl]-7,9-dihydro-8H-purin-8-one). As a reaction SMILES: [CH2:1]([O:5][C:6]1[N:14]=[C:13]2[C:9]([N:10]=[C:11]([O:25]C)[N:12]2[CH2:15][CH2:16][CH2:17][CH2:18][CH:19]2[CH2:24][CH2:23][CH2:22][NH:21][CH2:20]2)=[C:8]([NH2:27])[N:7]=1)[CH2:2][CH2:3][CH3:4].I[CH2:29][CH2:30][CH3:31]>>[NH2:27][C:8]1[N:7]=[C:6]([O:5][CH2:1][CH2:2][CH2:3][CH3:4])[N:14]=[C:13]2[C:9]=1[NH:10][C:11](=[O:25])[N:12]2[CH2:15][CH2:16][CH2:17][CH2:18][CH:19]1[CH2:24][CH2:23][CH2:22][N:21]([CH2:29][CH2:30][CH3:31])[CH2:20]1. Reported procedure: Prepared similarly to Example 14 from 2-(butyloxy)-8-(methyloxy)-9-[4-(3-piperidinyl)butyl]-9H-purin-6-amine and 1-iodopropane.